From a dataset of the Open Reaction Database (ORD), a public repository of structured organic reaction records. describe an organic reaction: reactants, conditions, products, and yield Starting materials: CN(C=O)C (N,N-dimethylformamide), CC=1C=CC(=NC1)C=1C=C(C(=O)OC)C=C(C1)B1OC(C(O1)(C)C)(C)C (methyl 3-(5-methylpyridin-2-yl)-5-(4,4,5,5-tetramethyl-1,3,2-dioxaborolan-2-yl)benzoate), BrC1=C(C(=CC=C1)F)F (1-bromo-2,3-difluorobenzene), C([O-])([O-])=O.[Cs+].[Cs+] (cesium carbonate), O (Water). Reagents/catalysts: [I-].C(CCC)[N+](CCCC)(CCCC)CCCC (tetra-n-butylammonium iodide). Product: FC1=C(C=CC=C1F)C1=CC(=CC(=C1)C1=NC=C(C=C1)C)C(=O)O (2′,3′-difluoro-5-(5-methylpyridin-2-yl)biphenyl-3-carboxylic acid). Reaction SMILES: [CH3:1][C:2]1[CH:3]=[CH:4][C:5]([C:8]2[CH:9]=[C:10]([CH:15]=[C:16](B3OC(C)(C)C(C)(C)O3)[CH:17]=2)[C:11]([O:13]C)=[O:12])=[N:6][CH:7]=1.Br[C:28]1[CH:33]=[CH:32][CH:31]=[C:30]([F:34])[C:29]=1[F:35].C(=O)([O-])[O-].[Cs+].[Cs+].O.CN(C)C=O>[I-].C([N+](CCCC)(CCCC)CCCC)CCC>[F:34][C:30]1[C:29]([F:35])=[CH:28][CH:33]=[CH:32][C:31]=1[C:16]1[CH:17]=[C:8]([C:5]2[CH:4]=[CH:3][C:2]([CH3:1])=[CH:7][N:6]=2)[CH:9]=[C:10]([C:11]([OH:13])=[O:12])[CH:15]=1 |f:2.3.4,7.8|. Procedure: In a 5 mL microwave vial, methyl 3-(5-methylpyridin-2-yl)-5-(4,4,5,5-tetramethyl-1,3,2-dioxaborolan-2-yl)benzoate (250 mg, 0.71 mmol), 1-bromo-2,3-difluorobenzene (273.2 mg, 1.416 mmol), cesium carbonate (1153 mg, 3.539 mmol), tetra-n-butylammonium iodide (261.4 mg, 0.7078 mmol), and POPd (35.51 mg, 0.07078 mmol) were dissolved in Water (0.5 mL, 30 mmol) and N,N-dimethylformamide (3 mL, 30 mmol). The reaction mixture was microwaved for 10 mins at 150 degrees. The reaction mixture was extracted w... The solvent is C(C)(=O)O (acetic acid). Reactants: N1C(=O)NC(=O)C(C)=C1 (Thymine), C[Si](N[Si](C)(C)C)(C)C (hexamethyl-disilazane), C[Si](C)(C)Cl (trimethyl silylchloride), CI (methyl-iodide). Yields the product CN1C(=O)NC(=O)C(C)=C1 (1-methylthymine). Conditions: temperature 60 celsius, time 17 hour. As a reaction SMILES: [NH:1]1[CH:9]=[C:7]([CH3:8])[C:5](=[O:6])[NH:4][C:2]1=[O:3].[CH3:10][Si](C)(C)N[Si](C)(C)C.C[Si](Cl)(C)C.CI>C(O)(=O)C>[CH3:10][N:1]1[CH:9]=[C:7]([CH3:8])[C:5](=[O:6])[NH:4][C:2]1=[O:3]. Reported procedure: Thymine (2.0 g, 16 mmol), hexamethyl-disilazane (32 mL) and trimethyl silylchloride (4.1 mL) were added in 100 mL mad apple-type flask with a magnetic stirrer and allowed to stir for 17 hr. at 140° C. until the reaction solution became transparent. After the reaction solution was cooled to 60° C., the solution was added with methyl-iodide (10 mL) and was allowed to stir for 29 hr. at 60° C. Then, the reaction solution was added with 6 N aqueous acetic acid solution (6 mL×10) and subjected to eva... The reactants are C(C1=CC=CC=C1)C1C=CC(CC1)=O (4-benzyl-2-cyclohexen-1-one). Reagents/catalysts: [Ni] (Raney nickel). The solvent is CO (methanol). Yields the product C(C1=CC=CC=C1)[C@H]1CC[C@H](CC1)O (cis-4-benzylcyclo-hexanol), C(C1=CC=CC=C1)[C@@H]1CC[C@H](CC1)O (trans-4-benzylcyclohexanol). The yield is 90.0%. As a reaction SMILES: [CH2:1]([CH:8]1[CH2:13][CH2:12][C:11](=[O:14])[CH:10]=[CH:9]1)[C:2]1[CH:7]=[CH:6][CH:5]=[CH:4][CH:3]=1>[Ni].CO>[CH2:1]([C@@H:8]1[CH2:13][CH2:12][C@H:11]([OH:14])[CH2:10][CH2:9]1)[C:2]1[CH:7]=[CH:6][CH:5]=[CH:4][CH:3]=1.[CH2:1]([C@H:8]1[CH2:13][CH2:12][C@H:11]([OH:14])[CH2:10][CH2:9]1)[C:2]1[CH:7]=[CH:6][CH:5]=[CH:4][CH:3]=1. Procedure: Besides, 30 g of the above-obtained 4-benzyl-2-cyclohexen-1-one were hydrogenated at room temperature for 6 hours using 5 g of Raney nickel in methanol under hydrogen pressure (3 kg/cm2) until the absorption of hydrogen was stopped. After an organic layer was collected by decantation and concentrated, the residue was purified by column chromatography, thereby obtaining 13 g of cis-4-benzylcyclo-hexanol and 14 g of trans-4-benzylcyclohexanol (yield: 90% in total). Reactants: 19, [OH-].[Na+] (NaOH), OC1=C(C(=O)O)C=CC=C1O (2,3-dihydroxybenzoic acid), ester, CN(C)C=O (DMF), [H-].[Na+] (NaH), COC1=CC=C(CBr)C=C1 (4-methoxybenzyl bromide). The solvent is O1CCOCC1 (dioxane). Yields the product COC1=CC=C(COC2=C(C(=O)O)C=CC=C2OCC2=CC=C(C=C2)OC)C=C1 (2,3-bis(4-methoxybenzyloxy)benzoic acid). Reaction SMILES: [OH:1][C:2]1[C:10]([OH:11])=[CH:9][CH:8]=[CH:7][C:3]=1[C:4]([OH:6])=[O:5].[H-].[Na+].[CH3:14][O:15][C:16]1[CH:23]=[CH:22][C:19]([CH2:20]Br)=[CH:18][CH:17]=1.[OH-].[Na+].CN([CH:29]=[O:30])C>O1CCOCC1>[CH3:14][O:15][C:16]1[CH:23]=[CH:22][C:19]([CH2:20][O:1][C:2]2[C:10]([O:11][CH2:4][C:3]3[CH:7]=[CH:8][C:9]([O:30][CH3:29])=[CH:10][CH:2]=3)=[CH:9][CH:8]=[CH:7][C:3]=2[C:4]([OH:6])=[O:5])=[CH:18][CH:17]=1 |f:1.2,4.5|. Procedure details: A catechol protecting group other than methyl, that is, one that could be removed concurrently with the BOC functionality while leaving the disulfide intact, was required. Thus, 2,3-dihydroxybenzoic acid (18) was converted to its trianion with NaH in DMF and treated with excess 4-methoxybenzyl bromide to make ester 19 in 62% yield. Hydrolysis of 19 with NaOH (aqueous) in dioxane produced 2,3-bis(4-methoxybenzyloxy)benzoic acid (20) in 90% recrystallized yield (Scheme 1: Synthesis of 20a. aReagen... The reactants are ClC=1C=C(C=CC1Cl)C1(C(C1)C(=O)O)C(=O)O (1-(3,4-dichlorophenyl)cyclopropane-1,2-dicarboxylic acid). Run in C(C)(=O)Cl (acetyl chloride). The product is ClC=1C=C(C=CC1Cl)C12C(OC(C2C1)=O)=O (3,4-Dichlorophenyl-3-oxa-bicyclo[3.1.0]hexane-2,4-dione). As a reaction SMILES: [Cl:1][C:2]1[CH:3]=[C:4]([C:9]2([C:15]([OH:17])=[O:16])[CH2:11][CH:10]2[C:12]([OH:14])=O)[CH:5]=[CH:6][C:7]=1[Cl:8]>C(Cl)(=O)C>[Cl:1][C:2]1[CH:3]=[C:4]([C:9]23[CH2:11][CH:10]2[C:12](=[O:14])[O:17][C:15]3=[O:16])[CH:5]=[CH:6][C:7]=1[Cl:8]. Procedure details: To a stirred solution of the 1-(3,4-dichlorophenyl)cyclopropane-1,2-dicarboxylic acid (28.3 g) in acetyl chloride (142 ml) was heated to reflux for 3 h, cooled to room temperature and evaporated. The oil was dissolved in toluene (100 ml) and evaporated to dryness. This was then repeated twice before triturating the semi-solid in hexane (100 ml). The solid was filtered off, washed with hexane and pulled dry under a nitrogen atmosphere to give a brown solid, yield=26.7 g (101%); 1HNMR (300 MHz, CD... Starting materials: O=C(C(=O)O)C1=CC=CC=C1 (2-oxo-2-phenylacetic acid), C(C)[Mg]Br (ethylmagnesium bromide). Solvent: O1CCCC1 (tetrahydrofuran). Reaction conditions: time 5 hour. The product is OC(C(=O)O)(CC)C1=CC=CC=C1 (2-hydroxy-2-phenylbutanoic acid). Reaction SMILES: [O:1]=[C:2]([C:6]1[CH:11]=[CH:10][CH:9]=[CH:8][CH:7]=1)[C:3]([OH:5])=[O:4].[CH2:12]([Mg]Br)[CH3:13]>O1CCCC1>[OH:1][C:2]([C:6]1[CH:11]=[CH:10][CH:9]=[CH:8][CH:7]=1)([CH2:12][CH3:13])[C:3]([OH:5])=[O:4]. Procedure details: A solution of 2-oxo-2-phenylacetic acid (10 g, 66.6 mmol) (Acros Organics B.V.B.A., Belgium) in tetrahydrofuran (THF, 200 mL) was treated at room temperature with ethylmagnesium bromide (2.5 M, 80 mL, 200 mmol). The reaction mixture was stirred for 5 h, partitioned between ethyl acetate and 1N—HCl. The organic layer was separated, dried (MgSO4) and concentrated in vacuo to afford 2-hydroxy-2-phenylbutanoic acid. A solution of 2-hydroxy-2-phenylbutanoic acid (100 mg, 0.55 mmol) and diisopropyleth... Reactants: CCN=C=O, CC1(C)OB(c2ccc(N)nc2)OC1(C)C, ClC(Cl)Cl. The product is CCNC(=O)Nc1ccc(B2OC(C)(C)C(C)(C)O2)cn1. As a reaction SMILES: [CH2:17]([CH3:18])[N:19]=[C:20]=[O:21].[CH3:1][C:2]1([CH3:16])[O:3][B:4]([c:9]2[cH:10][cH:11][c:12]([NH2:15])[n:13][cH:14]2)[O:5][C:6]1([CH3:7])[CH3:8].[CH:22]([Cl:23])([Cl:24])[Cl:25]>>[CH3:1][C:2]1([CH3:16])[O:3][B:4]([c:9]2[cH:10][cH:11][c:12]([NH:15][C:20]([NH:19][CH2:17][CH3:18])=[O:21])[n:13][cH:14]2)[O:5][C:6]1([CH3:7])[CH3:8]. The reactants are CN(CCN1N=CC2=CC=C(C=C12)[N+](=O)[O-])C (dimethyl-[2-(6-nitro-indazol-1-yl)-ethyl]-amine), [Cl-].[NH4+] (ammonium chloride). Reagents/catalysts: [Fe] (iron). Run in C(C)O.O (Ethanol H2O). Conditions: time 15 minute. Product: CN(CCN1N=CC2=CC=C(C=C12)N)C (1-(2-dimethylamino-ethyl)-1H-indazol-6-ylamine). Isolated yield 91.1%. RXN SMILES: [CH3:1][N:2]([CH3:17])[CH2:3][CH2:4][N:5]1[C:13]2[C:8](=[CH:9][CH:10]=[C:11]([N+:14]([O-])=O)[CH:12]=2)[CH:7]=[N:6]1.[Cl-].[NH4+]>[Fe].C(O)C.O>[CH3:1][N:2]([CH3:17])[CH2:3][CH2:4][N:5]1[C:13]2[C:8](=[CH:9][CH:10]=[C:11]([NH2:14])[CH:12]=2)[CH:7]=[N:6]1 |f:1.2,4.5|. Procedure: A mixture of dimethyl-[2-(6-nitro-indazol-1-yl)-ethyl]-amine (1 g, 4.3 mmol), iron powder (1.9 g, 34 mmol), and ammonium chloride (120 mg, 2.2 mmol) in a 4:1 Ethanol/H2O solution (20 mL) was heated to reflux for 3 hours, cooled to room temperature and concentrated under reduced pressure. The residue was stirred in triethylamine/ethyl acetate (1/4, 10 mL) for 15 minutes, filtered through a plug of silica gel which was rinsed with triethylamine/ethyl acetate (1/4), and the filtrate concentrated un...